The task is: describe an organic reaction: reactants, conditions, products, and yield. This data is from the Open Reaction Database (ORD), a public repository of structured organic reaction records. Starting materials: C1CCOC1 (THF), CC(C)([O-])C.[K+] (potassium t-butoxide), C(CCCCO)O (1,5-pentanediol), ClC1=NN=NN1C1=CC=CC=C1 (5-chloro-1-phenyl-tetrazole). Run in O (water). Reaction conditions: time 2 hour. Product: OCCCCCOC1=NN=NN1C1=CC=CC=C1 (5-(5-hydroxypentyloxy)-1-phenyltetrazole). Yield: 80.8%. RXN SMILES: C1COCC1.CC(C)([O-])C.[K+].[CH2:12]([OH:18])[CH2:13][CH2:14][CH2:15][CH2:16][OH:17].Cl[C:20]1[N:24]([C:25]2[CH:30]=[CH:29][CH:28]=[CH:27][CH:26]=2)[N:23]=[N:22][N:21]=1>O>[OH:17][CH2:16][CH2:15][CH2:14][CH2:13][CH2:12][O:18][C:20]1[N:24]([C:25]2[CH:30]=[CH:29][CH:28]=[CH:27][CH:26]=2)[N:23]=[N:22][N:21]=1 |f:1.2|. Procedure: 10 ml of THF solution containing 225 mg of potassium t-butoxide was added with 0.6 g of 1,5-pentanediol and 0.36 g of 5-chloro-1-phenyl-tetrazole and the mixture was stirred at room temperature for 2 hours. The reaction mixture was added with water and extracted with ethyl acetate. The extract was dried over sodium sulfate, and the solvent was evaporated under reduced pressure. The resulting residue was purified by silica gel column chromatography (ethyl acetate:hexane) to obtain 0.4 g of the ti... The reactants are N1C=CC2=CC(=CC=C12)B(O)O (5-indolylboronic acid), COC(C(CC1CCCC1)C1=CC=C(C=C1)I)=O (3-cyclopentyl-2-(4-iodo-phenyl)-propionic acid methyl ester), C([O-])([O-])=O.[Na+].[Na+] (sodium carbonate). The reagents and catalysts are Cl[Pd]([P](C1=CC=CC=C1)(C2=CC=CC=C2)C3=CC=CC=C3)([P](C4=CC=CC=C4)(C5=CC=CC=C5)C6=CC=CC=C6)Cl (dichlorobis(triphenylphosphine)palladium(II)). Run in O (water), COCCOC (1,2-dimethoxyethane). Run at temperature 25 celsius, time 10 minute. The product is hexanes ethyl acetate, COC(C(CC1CCCC1)C1=CC=C(C=C1)C=1C=C2C=CNC2=CC1)=O (3-cyclopentyl-2-[4-(1H-indol-5-yl)-phenyl]-propionic acid methyl ester). The yield is 35.8%. As a reaction SMILES: [CH3:1][O:2][C:3](=[O:18])[CH:4]([C:11]1[CH:16]=[CH:15][C:14](I)=[CH:13][CH:12]=1)[CH2:5][CH:6]1[CH2:10][CH2:9][CH2:8][CH2:7]1.[NH:19]1[C:27]2[C:22](=[CH:23][C:24](B(O)O)=[CH:25][CH:26]=2)[CH:21]=[CH:20]1.C(=O)([O-])[O-].[Na+].[Na+]>COCCOC.O.Cl[Pd](Cl)([P](C1C=CC=CC=1)(C1C=CC=CC=1)C1C=CC=CC=1)[P](C1C=CC=CC=1)(C1C=CC=CC=1)C1C=CC=CC=1>[CH3:1][O:2][C:3](=[O:18])[CH:4]([C:11]1[CH:16]=[CH:15][C:14]([C:24]2[CH:23]=[C:22]3[C:27](=[CH:26][CH:25]=2)[NH:19][CH:20]=[CH:21]3)=[CH:13][CH:12]=1)[CH2:5][CH:6]1[CH2:10][CH2:9][CH2:8][CH2:7]1 |f:2.3.4,^1:46,65|. Procedure details: A slurry of dichlorobis(triphenylphosphine)palladium(II) (119 mg, 0.17 mmol) in 1,2-dimethoxyethane (10 mL) was treated with 3-cyclopentyl-2-(4-iodo-phenyl)-propionic acid methyl ester (1.00 g, 2.79 mmol). The reaction slurry was stirred at 25° C. for 10 min and then treated with a mixture of 5-indolylboronic acid (670 mg, 4.19 mmol) in water (5 mL) and a 2M aqueous sodium carbonate solution (2.8 mL, 5.58 mmol). The resulting reaction mixture was heated under reflux for 2 h. The reaction mixture... Starting materials: C(C1=CC=CC=C1)N1CC2CN(CC(C1)C2)C(C)C (7-Benzyl-3-isopropyl-3,7-diazabicyclo[3.3.1]nonane), [OH-].[Na+] (NaOH). Reagents/catalysts: [Pd] (Pd/C). Run in CO (CH3OH), O (H2O). Yields the product C(C)(C)N1CC2CNCC(C1)C2 (3-Isopropyl-3,7-diazabicyclo[3.3.1]nonane), oil. Isolated yield 93.0%. RXN SMILES: C([N:8]1[CH2:15][CH:14]2[CH2:16][CH:10]([CH2:11][N:12]([CH:17]([CH3:19])[CH3:18])[CH2:13]2)[CH2:9]1)C1C=CC=CC=1.[OH-].[Na+]>CO.O.[Pd]>[CH:17]([N:12]1[CH2:13][CH:14]2[CH2:16][CH:10]([CH2:9][NH:8][CH2:15]2)[CH2:11]1)([CH3:19])[CH3:18] |f:1.2|. Procedure: A 200-mL, three-necked, round-bottomed flask was equipped with a magnetic stirrer, a heating mantle, a condenser with a N2 inlet, and two glass stoppers. To a stirred mixture of amine (30) (5.53 g, 21.4 mmol) and 10% Pd/C (0.64 g, 30 mg/mmol of amine) in CH3OH (80 mL) was added anhydrous HCO2NH4 (3.37 g, 53.5 mmol) in one portion. Stirring the mixture at reflux under N2 for 30 min, cooling the new mixture to RT, and filtering through a celite pad was followed by concentration of the resulting so... Starting materials: CC(=O)O[BH-](OC(C)=O)OC(C)=O, C=O, COC(=O)c1ccc(CNCC2CCCCN2C(=O)OC(C)(C)C)cc1, CC(=O)O, CC(Cl)Cl, [Na+], O. The product is COC(=O)c1ccc(CN(C)CC2CCCCN2C(=O)OC(C)(C)C)cc1. As a reaction SMILES: [C:33]([O:34][BH-:35]([O:36][C:37](=[O:38])[CH3:39])[O:40][C:41](=[O:42])[CH3:43])(=[O:44])[CH3:45].[CH2:31]=[O:32].[CH3:1][O:2][C:3](=[O:4])[c:5]1[cH:6][cH:7][c:8]([CH2:11][NH:12][CH2:13][CH:14]2[N:15]([C:20](=[O:21])[O:22][C:23]([CH3:24])([CH3:25])[CH3:26])[CH2:16][CH2:17][CH2:18][CH2:19]2)[cH:9][cH:10]1.[CH3:27][C:28](=[O:29])[OH:30].[Cl:47][CH:48]([Cl:49])[CH3:50].[Na+:46].[OH2:51]>>[CH3:1][O:2][C:3](=[O:4])[c:5]1[cH:6][cH:7][c:8]([CH2:11][N:12]([CH2:13][CH:14]2[N:15]([C:20](=[O:21])[O:22][C:23]([CH3:24])([CH3:25])[CH3:26])[CH2:16][CH2:17][CH2:18][CH2:19]2)[CH3:27])[cH:9][cH:10]1. Reactants: C1COCCO1, Cl, COc1cc(=O)n(CCN2CCC(NC(=O)OC(C)(C)C)CC2)c2cc(F)ccc12. The product is COc1cc(=O)n(CCN2CCC(N)CC2)c2cc(F)ccc12. RXN SMILES: [CH2:32]1[O:33][CH2:34][CH2:35][O:36][CH2:37]1.[ClH:31].[F:1][c:2]1[cH:3][cH:4][c:5]2[c:6]([O:29][CH3:30])[cH:7][c:8](=[O:28])[n:9]([CH2:12][CH2:13][N:14]3[CH2:15][CH2:16][CH:17]([NH:20][C:21](=[O:22])[O:23][C:24]([CH3:25])([CH3:26])[CH3:27])[CH2:18][CH2:19]3)[c:10]2[cH:11]1>>[F:1][c:2]1[cH:3][cH:4][c:5]2[c:6]([O:29][CH3:30])[cH:7][c:8](=[O:28])[n:9]([CH2:12][CH2:13][N:14]3[CH2:15][CH2:16][CH:17]([NH2:20])[CH2:18][CH2:19]3)[c:10]2[cH:11]1. The reactants are CC(CC(OC1=CC=C(C(=O)O)C=C1)C=1SC(=CC1C)C1=CC=C(C=C1)C(F)(F)F)C (4-(3-methyl-1-{3-methyl-5-[4-(trifluoromethyl)phenyl]thiophen-2-yl}butoxy)benzoic acid), CNCCC(=O)OCC (ethyl 3-(methylamino)propanoate), Cl.C(C)N=C=NCCCN(C)C (1-ethyl-3-(3-dimethylaminopropyl)carbodiimide hydrochloride), O.OC1=CC=CC=2NN=NC21 (hydroxybenzotriazole monohydrate). Run in CN(C=O)C (N,N-dimethylformamide), C(C)(=O)OCC (Ethyl acetate). Reaction conditions: time 1 hour. The product is CN(CCC(=O)O)C(=O)C1=CC=C(C=C1)NC(CC(C)C)C=1SC(=CC1C)C1=CC=C(C=C1)C(F)(F)F (3-[methyl({4-[(3-methyl-1-{3-methyl-5-[4-(trifluoromethyl)phenyl]thiophen-2-yl}butyl)amino]phenyl}carbonyl)amino]propanoic acid). The yield is 77.6%. As a reaction SMILES: [CH3:1][CH:2]([CH3:31])[CH2:3][CH:4]([C:15]1[S:16][C:17]([C:21]2[CH:26]=[CH:25][C:24]([C:27]([F:30])([F:29])[F:28])=[CH:23][CH:22]=2)=[CH:18][C:19]=1[CH3:20])OC1C=CC(C(O)=O)=CC=1.CNC[CH2:35][C:36]([O:38]CC)=[O:37].Cl.C(N=C=N[CH2:47][CH2:48][CH2:49][N:50]([CH3:52])[CH3:51])C.[OH2:53].OC1[C:63]2N=N[NH:60][C:59]=2[CH:58]=[CH:57]C=1>CN(C)C=O.C(OCC)(=O)C>[CH3:52][N:50]([C:49]([C:48]1[CH:47]=[CH:63][C:59]([NH:60][CH:4]([C:15]2[S:16][C:17]([C:21]3[CH:26]=[CH:25][C:24]([C:27]([F:28])([F:30])[F:29])=[CH:23][CH:22]=3)=[CH:18][C:19]=2[CH3:20])[CH2:3][CH:2]([CH3:1])[CH3:31])=[CH:58][CH:57]=1)=[O:53])[CH2:51][CH2:35][C:36]([OH:38])=[O:37] |f:2.3,4.5|. Procedure details: A solution of 4-(3-methyl-1-{3-methyl-5-[4-(trifluoromethyl)phenyl]thiophen-2-yl}butoxy)benzoic acid (179 mg), ethyl 3-(methylamino)propanoate (63 mg), 1-ethyl-3-(3-dimethylaminopropyl)carbodiimide hydrochloride (92 mg), hydroxybenzotriazole monohydrate (74 mg) in N,N-dimethylformamide (10 mL) was stirred at room temperature for 4 hr. Ethyl acetate was added, the mixture was washed with saturated aqueous sodium hydrogen carbonate solution and 1N hydrochloric acid, and the organic layer was dried...